From a dataset of the Open Reaction Database (ORD), a public repository of structured organic reaction records. describe an organic reaction: reactants, conditions, products, and yield Reactants: BrC(C=O)CBr (2,3-dibromopropionaldehyde), C(CC[C@@H](C(=O)O)NC(=O)C1=CC=C(NCC2=CN=C3N=C(N)NC(=O)C3=N2)C=C1)(=O)O (Folic acid), C1C(N(C2=C(N1)NC(=NC2=O)N)C=O)CNC3=CC=C(C=C3)C(=O)N[C@@H](CCC(=O)[O-])C(=O)[O-].[Ca+2] (calcium leucovorin), C(CC[C@@H](C(=O)O)NC(=O)C1=CC=C(NCC2=CN=C3N=C(N)NC(=O)C3=N2)C=C1)(=O)O (folic acid), C(CC[C@@H](C(=O)O)NC(=O)C1=CC=C(NCC2=CN=C3N=C(N)NC(=O)C3=N2)C=C1)(=O)[O-].[Na+] (sodium folate), NC1=NC(=C(C(=N1)N)N)O (2,4,5-triamino-6-hydroxypyrimidine), NC1=CC=C(CN[C@@H](CCC(=O)O)C(=O)O)C=C1 (p-aminobenzylglutamic acid), alcohol, [OH-].[Na+] (sodium hydroxide). Reagents/catalysts: [Pt]=O (platinum oxide). Solvent: C(=O)O (formic acid), O (water), O1CCOCC1 (dioxane). The product is C1=CC(=CC=C1C(=O)N[C@@H](CCC(=O)O)C(=O)O)NCC2CNC3=C(N2C=O)C(=O)N=C(N3)N (leucovorin). As a reaction SMILES: C(O)(=O)CC[C@H](NC(C1C=CC(NCC2N=C3C(N=C(NC3=O)N)=NC=2)=CC=1)=O)C(O)=O.BrC(CBr)C=O.NC1N=C(N)C(N)=C(O)N=1.NC1C=CC(CN[C@H](C(O)=O)CCC(O)=O)=CC=1.[OH-].[Na+].C([O-])(=O)CC[C@H](NC(C1C=CC(NCC2N=C3C(N=C(NC3=O)N)=NC=2)=CC=1)=O)C(O)=O.[Na+].[CH2:102]1[NH:107][C:106]2[NH:108][C:109]([NH2:113])=[N:110][C:111](=[O:112])[C:105]=2[N:104]([CH:114]=[O:115])[CH:103]1[CH2:116][NH:117][C:118]1[CH:123]=[CH:122][C:121]([C:124]([NH:126][C@H:127]([C:133]([O-:135])=[O:134])[CH2:128][CH2:129][C:130]([O-:132])=[O:131])=[O:125])=[CH:120][CH:119]=1.[Ca+2]>O.C(O)=O.[Pt]=O.O1CCOCC1>[CH:122]1[C:121]([C:124]([NH:126][C@H:127]([C:133]([OH:135])=[O:134])[CH2:128][CH2:129][C:130]([OH:132])=[O:131])=[O:125])=[CH:120][CH:119]=[C:118]([NH:117][CH2:116][CH:103]2[N:104]([CH:114]=[O:115])[C:105]3[C:111]([N:110]=[C:109]([NH2:113])[NH:108][C:106]=3[NH:107][CH2:102]2)=[O:112])[CH:123]=1 |f:4.5,6.7,8.9|. Procedure: Folic acid and its salts can be prepared by any convenient method, for example 2,3-dibromopropionaldehyde, dissolved in a water miscible organic solvent (alcohol, dioxane), is added to a solution of equal molecular quantities of 2,4,5-triamino-6-hydroxypyrimidine and p-aminobenzylglutamic acid, maintaining a pH of about 4 by the controlled addition of alkali as the reaction progresses. If sodium hydroxide is used as the alkali, sodium folate is obtained. To make calcium leucovorin, folic acid is... Starting materials: C(C(C)(C)C)(=O)OCC[C@@H]1OC2(O[C@H]1C1=CC=CC=C1)CCCC2 (2-((2S,3S)-3-phenyl-1,4-dioxaspiro[4.4]nonan-2-yl)ethyl pivalate), C(C(C)(C)C)(=O)OCC[C@@H]1OC(O[C@H]1C1=CC=CC=C1)(CC)CC (2-((4S,5S)-2,2-diethyl-5-phenyl-1,3-dioxolan-4-yl)ethyl pivalate). Product: C1(=CC=CC=C1)[C@H]1[C@@H](OC2(O1)CCCC2)CCO (2-((2S,3S)-3-phenyl-1,4-dioxaspiro[4.4]nonan-2-yl)ethanol). The yield is 80.0%. RXN SMILES: C([O:7][CH2:8][CH2:9][C@H:10]1[C@H:14]([C:15]2[CH:20]=[CH:19][CH:18]=[CH:17][CH:16]=2)[O:13][C:12]2([CH2:24][CH2:23][CH2:22][CH2:21]2)[O:11]1)(=O)C(C)(C)C.C(OCC[C@H]1[C@H](C2C=CC=CC=2)OC(CC)(CC)O1)(=O)C(C)(C)C>>[C:15]1([C@@H:14]2[O:13][C:12]3([CH2:24][CH2:23][CH2:22][CH2:21]3)[O:11][C@H:10]2[CH2:9][CH2:8][OH:7])[CH:16]=[CH:17][CH:18]=[CH:19][CH:20]=1. Procedure: The substantially same method as described in Example 297 was conducted, except that 2-((2S,3S)-3-phenyl-1,4-dioxaspiro[4.4]nonan-2-yl)ethyl pivalate (Preparation example 298) was used instead of that 2-((4S,5S)-2,2-diethyl-5-phenyl-1,3-dioxolan-4-yl)ethyl pivalate (Preparation example 296), to obtain the title compound (07 g, 80˜95%) Reactants: C1(=CC=CC=C1)C1=NN=NN1 (5-phenyltetrazole), CO (methanol), CO (methanol), ClCC(=O)OC (methyl chloroacetate), [OH-].[K+] (potassium hydroxide), resultant solution. The solvent is C(C)(=O)OCC (ethyl acetate). Yields the product C1(=CC=CC=C1)C1=NN=NN1CC(=O)OC (methyl 5-phenyl-1-tetrazoleacetate). The yield is 18.1%. RXN SMILES: [C:1]1([C:7]2[NH:11][N:10]=[N:9][N:8]=2)[CH:6]=[CH:5][CH:4]=[CH:3][CH:2]=1.CO.[OH-].[K+].Cl[CH2:17][C:18]([O:20][CH3:21])=[O:19]>C(OCC)(=O)C>[C:1]1([C:7]2[N:11]([CH2:17][C:18]([O:20][CH3:21])=[O:19])[N:10]=[N:9][N:8]=2)[CH:2]=[CH:3][CH:4]=[CH:5][CH:6]=1 |f:2.3|. Reported procedure: Two grams of 5-phenyltetrazole (13.68 mM) were slowly added to 5 ml of a methanol solution containing 770 mg (13.68 mM) of potassium hydroxide at room temperature. Two milli liters of a methanol solution containing 1.48 g (13.68 mM)of methyl chloroacetate were dropwise added to the resultant solution at room temperature. After the completion of the addition, the reaction solution was refluxed for 20 hours and cooled. The reaction solution was diluted with ethyl acetate and washed with water. The... Starting materials: OCCCCCBr, ClCCl, O=C(Cl)c1ccc([N+](=O)[O-])cc1, c1ccncc1. The product is O=C(OCCCCCBr)c1ccc([N+](=O)[O-])cc1. As a reaction SMILES: [Br:1][CH2:2][CH2:3][CH2:4][CH2:5][CH2:6][OH:7].[Cl:26][CH2:27][Cl:28].[N+:8](=[O:9])([O-:10])[c:11]1[cH:12][cH:13][c:14]([C:15](=[O:16])[Cl:17])[cH:18][cH:19]1.[cH:20]1[cH:21][cH:22][n:23][cH:24][cH:25]1>>[Br:1][CH2:2][CH2:3][CH2:4][CH2:5][CH2:6][O:7][C:15]([c:14]1[cH:13][cH:12][c:11]([N+:8](=[O:9])[O-:10])[cH:19][cH:18]1)=[O:16].